describe an organic reaction: reactants, conditions, products, and yield From a dataset of the Open Reaction Database (ORD), a public repository of structured organic reaction records. Reactants: CCN=C=NCCCN(C)C, CCN(C(C)C)C(C)C, Cl, COC(=O)c1cccc(N)c1O, CN(C)C=O, O, On1nnc2ccccc21, O=C(O)c1cc2ccccc2[nH]1. Product: COC(=O)c1cccc(NC(=O)c2cc3ccccc3[nH]2)c1O. Reaction SMILES: [CH3:32][CH2:33][N:34]=[C:35]=[N:36][CH2:37][CH2:38][CH2:39][N:40]([CH3:41])[CH3:42].[CH:23]([N:24]([CH2:25][CH3:26])[CH:27]([CH3:28])[CH3:29])([CH3:30])[CH3:31].[ClH:55].[NH2:43][c:44]1[c:45]([OH:54])[c:46]([C:47](=[O:48])[O:49][CH3:50])[cH:51][cH:52][cH:53]1.[O:56]=[CH:57][N:58]([CH3:59])[CH3:60].[OH2:61].[OH:13][n:14]1[c:15]2[c:16]([cH:17][cH:18][cH:19][cH:20]2)[n:21][n:22]1.[nH:1]1[c:2]([C:10](=[O:11])[OH:12])[cH:3][c:4]2[cH:5][cH:6][cH:7][cH:8][c:9]12>>[nH:1]1[c:2]([C:10](=[O:12])[NH:43][c:44]2[c:45]([OH:54])[c:46]([C:47](=[O:48])[O:49][CH3:50])[cH:51][cH:52][cH:53]2)[cH:3][c:4]2[cH:5][cH:6][cH:7][cH:8][c:9]12. The reactants are FC1=C(C=C(C=C1)C1=C(CCl)C(=CC(=C1)C)C)C (2-(4-fluoro-3-methyl-phenyl)-4,6-dimethylbenzyl chloride), C(C)OP(C1=CC=CC=C1)C1=CC=CC=C1 (ethyldiphenylphosphinite). Conditions: temperature 150 celsius. Product: C1(=CC=CC=C1)P(=O)(C1=CC=CC=C1)CC1=C(C=C(C=C1C)C)C1=CC(=C(C=C1)F)C (2-(Diphenylphosphinylmethyl)-4′-fluoro-3,5,3′-trimethylbiphenyl). As a reaction SMILES: [F:1][C:2]1[CH:7]=[CH:6][C:5]([C:8]2[CH:15]=[C:14]([CH3:16])[CH:13]=[C:12]([CH3:17])[C:9]=2[CH2:10]Cl)=[CH:4][C:3]=1[CH3:18].C([O:21][P:22]([C:29]1[CH:34]=[CH:33][CH:32]=[CH:31][CH:30]=1)[C:23]1[CH:28]=[CH:27][CH:26]=[CH:25][CH:24]=1)C>>[C:23]1([P:22]([CH2:10][C:9]2[C:12]([CH3:17])=[CH:13][C:14]([CH3:16])=[CH:15][C:8]=2[C:5]2[CH:6]=[CH:7][C:2]([F:1])=[C:3]([CH3:18])[CH:4]=2)([C:29]2[CH:34]=[CH:33][CH:32]=[CH:31][CH:30]=2)=[O:21])[CH:24]=[CH:25][CH:26]=[CH:27][CH:28]=1. Procedure: 2.90 grams (12 mmol) of 2-(4-fluoro-3-methyl-phenyl)-4,6-dimethylbenzaldehyde (prepared according to Stokker, Journ. Med. Chem., Vol. 29 p.170, 1986) was reduced with 0.454 grams (12 mmol) of sodium borohydride in ethanol (20 mL) at 0° C. The reaction was stirred 1 hr, quenched with aqueous ammonium chloride and the mixture extracted with ether. The organic portion was dried (MgSO4) and concentrated to give 2.90 grams of 2-(4-fluoro-3-methyl-phenyl)-4,6-dimethylbenzyl alcohol as an oil which sol... Reactants: N (ammonia), [H][H] (hydrogen), ClC=1C(=NC=C(C1)C(F)(F)F)C1(CC1)C#N (1-(3-Chloro-5-trifluoromethyl-pyridin-2-yl)-cyclopropanecarbonitrile), [H][H] (hydrogen). Reagents/catalysts: [Ni] (Raney Nickel), [Ni] (Raney Nickel). Run in CO (methanol). Product: ClC=1C(=NC=C(C1)C(F)(F)F)C1(CC1)CN (C-[1-(3-chloro-5-trifluoromethyl-pyridin-2-yl)-cyclopropyl]-methylamine). Isolated yield 92.6%. RXN SMILES: [Cl:1][C:2]1[C:3]([C:12]2([C:15]#[N:16])[CH2:14][CH2:13]2)=[N:4][CH:5]=[C:6]([C:8]([F:11])([F:10])[F:9])[CH:7]=1.N.[H][H]>CO.[Ni]>[Cl:1][C:2]1[C:3]([C:12]2([CH2:15][NH2:16])[CH2:14][CH2:13]2)=[N:4][CH:5]=[C:6]([C:8]([F:11])([F:9])[F:10])[CH:7]=1. Reported procedure: 10 g of 1-(3-Chloro-5-trifluoromethyl-pyridin-2-yl)-cyclopropanecarbonitrile (step 1 of preparation example 1) was dissolved in 200 ml of methanol and 50 ml of ammonia (7N solution in methanol) was added, followed by 3 g of Raney Nickel. The reactor was sealed and the reaction mixture was stirred under 3 bar of hydrogen at ambient temperature for 2 hours. Then additional 5 g of Raney Nickel were added and the reaction mixture was stirred under 3 bar of hydrogen at ambient temperature for another... Reactants: Cl.N1CCC(CC1)C=1C(=NC=CN1)N1CCC(CC1)CO ([1-(3-piperidin-4-yl-pyrazin-2-yl)-piperidin-4-yl]-methanol hydrochloride), ClC1=NC2=CC=CC=C2C=C1 (2-chloro-quinoline), C(=O)([O-])[O-].[Cs+].[Cs+] (Cs2CO3). Solvent: O (water), CN(C)C=O (DMF). Conditions: temperature 100 celsius, time 8 hour. Product: N1=C(C=CC2=CC=CC=C12)N1CCC(CC1)C=1C(=NC=CN1)N1CCC(CC1)CO ({1-[3-(1-quinolin-2-yl-piperidin-4-yl)-pyrazin-2-yl]-piperidin-4-yl}-methanol). Isolated yield 70.0%. RXN SMILES: Cl.[NH:2]1[CH2:7][CH2:6][CH:5]([C:8]2[C:9]([N:14]3[CH2:19][CH2:18][CH:17]([CH2:20][OH:21])[CH2:16][CH2:15]3)=[N:10][CH:11]=[CH:12][N:13]=2)[CH2:4][CH2:3]1.Cl[C:23]1[CH:32]=[CH:31][C:30]2[C:25](=[CH:26][CH:27]=[CH:28][CH:29]=2)[N:24]=1.C([O-])([O-])=O.[Cs+].[Cs+]>CN(C=O)C.O>[N:24]1[C:25]2[C:30](=[CH:29][CH:28]=[CH:27][CH:26]=2)[CH:31]=[CH:32][C:23]=1[N:2]1[CH2:3][CH2:4][CH:5]([C:8]2[C:9]([N:14]3[CH2:19][CH2:18][CH:17]([CH2:20][OH:21])[CH2:16][CH2:15]3)=[N:10][CH:11]=[CH:12][N:13]=2)[CH2:6][CH2:7]1 |f:0.1,3.4.5|. Reported procedure: To a solution of [1-(3-piperidin-4-yl-pyrazin-2-yl)-piperidin-4-yl]-methanol hydrochloride (156 mg, 0.5 mmol) and 2-chloro-quinoline (81.5 mg 0.5 mmol) in DMF (5 mL) was added Cs2CO3 (325 mg, 1 mmol). The reaction mixture was stirred at 100° C. overnight. The reaction mixture was diluted with water, extracted with EtOAc (2×20 mL). The combined organic extracts were washed with water (15 mL) and brine (15 mL), dried over Na2SO4 and filtered. The filtrate was evaporated in vacuo and the residue wa... Reactants: BrC=1C=C2C(=C(C=NC2=CC1)C(=O)C1CC1)Cl ((6-bromo-4-chloroquinolin-3-yl)(cyclopropyl)methanone), N[C@H]1CC[C@H](CC1)NC(OC(C)(C)C)=O (tert-butyl cis-4-aminocyclohexylcarbamate). Product: BrC=1C=C2C(=C(C=NC2=CC1)C(=O)C1CC1)N[C@H]1CC[C@H](CC1)NC(OC(C)(C)C)=O (tert-Butyl cis-4-[6-bromo-3-(cyclopropanecarbonyl)quinolin-4-ylamino]cyclohexylcarbamate). Isolated yield 82.9%. As a reaction SMILES: [Br:1][C:2]1[CH:3]=[C:4]2[C:9](=[CH:10][CH:11]=1)[N:8]=[CH:7][C:6]([C:12]([CH:14]1[CH2:16][CH2:15]1)=[O:13])=[C:5]2Cl.[NH2:18][C@@H:19]1[CH2:24][CH2:23][C@H:22]([NH:25][C:26](=[O:32])[O:27][C:28]([CH3:31])([CH3:30])[CH3:29])[CH2:21][CH2:20]1>>[Br:1][C:2]1[CH:3]=[C:4]2[C:9](=[CH:10][CH:11]=1)[N:8]=[CH:7][C:6]([C:12]([CH:14]1[CH2:16][CH2:15]1)=[O:13])=[C:5]2[NH:18][C@@H:19]1[CH2:24][CH2:23][C@H:22]([NH:25][C:26](=[O:32])[O:27][C:28]([CH3:30])([CH3:29])[CH3:31])[CH2:21][CH2:20]1. Procedure details: Following general procedure B, (6-bromo-4-chloroquinolin-3-yl)(cyclopropyl)methanone (200 mg, 0.640 mmol) was reacted with tert-butyl cis-4-aminocyclohexylcarbamate (164 mg, 0.767 mmol) to afford the desired product (259 mg, 83%) as a brown solid: ESI MS m/z 489 [C24H30BrN3O3+H]+. The product is Clc1ccc(C2CC=Cc3ccccc32)cc1Cl. As a reaction SMILES: [CH3:25][c:26]1[cH:27][cH:28][cH:29][cH:30][cH:31]1.[Cl:1][c:2]1[cH:3][c:4]([CH:9]2[CH2:10][CH2:11][CH:12]([OH:19])[c:13]3[cH:14][cH:15][cH:16][cH:17][c:18]32)[cH:5][cH:6][c:7]1[Cl:8].[S:20](=[O:21])(=[O:22])([OH:23])[OH:24]>>[Cl:1][c:2]1[cH:3][c:4]([CH:9]2[CH2:10][CH:11]=[CH:12][c:13]3[cH:14][cH:15][cH:16][cH:17][c:18]32)[cH:5][cH:6][c:7]1[Cl:8]. Reactants: Cc1ccccc1, OC1CCC(c2ccc(Cl)c(Cl)c2)c2ccccc21, O=S(=O)(O)O.